describe an organic reaction: reactants, conditions, products, and yield From a dataset of the Open Reaction Database (ORD), a public repository of structured organic reaction records. The reactants are FCCC#Cc1cccc(Br)c1, CO, O, O=S(=O)(O)O. Yields the product O=C(CCCF)c1cccc(Br)c1. As a reaction SMILES: [Br:1][c:2]1[cH:3][c:4]([C:8]#[C:9][CH2:10][CH2:11][F:12])[cH:5][cH:6][cH:7]1.[CH3:13][OH:14].[OH2:20].[S:15]([OH:16])(=[O:17])(=[O:18])[OH:19]>>[Br:1][c:2]1[cH:3][c:4]([C:8]([CH2:9][CH2:10][CH2:11][F:12])=[O:16])[cH:5][cH:6][cH:7]1. The reactants are CC(=O)O, O=c1n(CCCF)nnn1-c1cc(Oc2ccc([N+](=O)[O-])cc2)c(Cl)cc1F, [Fe], O. Product: Nc1ccc(Oc2cc(-n3nnn(CCCF)c3=O)c(F)cc2Cl)cc1. Reaction SMILES: [CH3:29][C:30](=[O:31])[OH:32].[Cl:1][c:2]1[cH:3][c:4]([F:28])[c:5](-[n:18]2[n:19][n:20][n:21]([CH2:24][CH2:25][CH2:26][F:27])[c:22]2=[O:23])[cH:6][c:7]1[O:8][c:9]1[cH:10][cH:11][c:12]([N+:15]([O-:16])=[O:17])[cH:13][cH:14]1.[Fe:34].[OH2:33]>>[Cl:1][c:2]1[cH:3][c:4]([F:28])[c:5](-[n:18]2[n:19][n:20][n:21]([CH2:24][CH2:25][CH2:26][F:27])[c:22]2=[O:23])[cH:6][c:7]1[O:8][c:9]1[cH:10][cH:11][c:12]([NH2:15])[cH:13][cH:14]1. Starting materials: COC=1C=C(C=C(C1OC)[N+](=O)[O-])[C@@H]1S[C@H](CC1)C1=CC(=C(C(=C1)OC)OC)OC (trans-2-(3,4-Dimethoxy-5-nitrophenyl)-5-(3,4,5-trimethoxyphenyl)-tetrahydrothiophene), [Cl-].[Cl-].[Ca+2] (CaCl2). The reagents and catalysts are [Zn] (zinc). The solvent is O (water), C(C)O (ethanol). Product: COC=1C=C(C=C(C1OC)N)[C@@H]1S[C@H](CC1)C1=CC(=C(C(=C1)OC)OC)OC (trans-2-(3,4-Dimethoxy-5-aminophenyl)-5-(3,4,5-trimethoxyphenyl)-tetrahydrothiophene). Reaction SMILES: [CH3:1][O:2][C:3]1[CH:4]=[C:5]([C@H:14]2[CH2:18][CH2:17][C@H:16]([C:19]3[CH:24]=[C:23]([O:25][CH3:26])[C:22]([O:27][CH3:28])=[C:21]([O:29][CH3:30])[CH:20]=3)[S:15]2)[CH:6]=[C:7]([N+:11]([O-])=O)[C:8]=1[O:9][CH3:10].[Cl-].[Cl-].[Ca+2]>C(O)C.O.[Zn]>[CH3:1][O:2][C:3]1[CH:4]=[C:5]([C@H:14]2[CH2:18][CH2:17][C@H:16]([C:19]3[CH:24]=[C:23]([O:25][CH3:26])[C:22]([O:27][CH3:28])=[C:21]([O:29][CH3:30])[CH:20]=3)[S:15]2)[CH:6]=[C:7]([NH2:11])[C:8]=1[O:9][CH3:10] |f:1.2.3|. Procedure details: trans-2-(3,4-Dimethoxy-5-nitrophenyl)-5-(3,4,5-trimethoxyphenyl)-tetrahydrothiophene (0.3 g, 0.69 mmole) was suspended in 10 ml of ethanol. To this was added CaCl2 (72.63 mg, 0.65 mmole) in 2 mL water, followed by zinc metal (1.01 g). The suspension was refluxed for 5 hours, filtered, and the residue was washed with ethanol. The combined filtrate was washed with 10% NaHCO3, water and saturated aqueous sodium chloride, dried over MgSO4 and evaporated in vacuo to an oil that was purified by flash ... Reactants: CCOC(=O)CC(c1ccc(OC2CCCCO2)cc1)c1nccn1C, ClCCl, O=C(O)C(F)(F)F. Product: CCOC(=O)CC(c1ccc(O)cc1)c1nccn1C. As a reaction SMILES: [CH3:8][n:9]1[c:10]([CH:14]([CH2:15][C:16](=[O:17])[O:18][CH2:19][CH3:20])[c:21]2[cH:22][cH:23][c:24]([O:27][CH:28]3[CH2:29][CH2:30][CH2:31][CH2:32][O:33]3)[cH:25][cH:26]2)[n:11][cH:12][cH:13]1.[Cl:34][CH2:35][Cl:36].[OH:1][C:2]([C:3]([F:4])([F:5])[F:6])=[O:7]>>[CH3:8][n:9]1[c:10]([CH:14]([CH2:15][C:16](=[O:17])[O:18][CH2:19][CH3:20])[c:21]2[cH:22][cH:23][c:24]([OH:27])[cH:25][cH:26]2)[n:11][cH:12][cH:13]1. The reactants are C([O-])([O-])=O.[K+].[K+] (potassium carbonate), CC(CC(CCCC)=O)=O (2,4-octanedione), IC1=CC=CC=C1 (iodobenzene). The reagents and catalysts are [Cu]I (copper(I) iodide). The solvent is CS(=O)C (dimethylsulfoxide). Reaction conditions: temperature 120 celsius. The product is C1(=CC=CC=C1)C(C(C)=O)C(CCC)=O (3-Phenyl-2,4-heptanedione). The yield is 48.7%. Reaction SMILES: [CH3:1][C:2](=[O:10])[CH2:3][C:4](=[O:9])[CH2:5][CH2:6][CH2:7]C.I[C:12]1[CH:17]=[CH:16][CH:15]=[CH:14][CH:13]=1.C(=O)([O-])[O-].[K+].[K+]>CS(C)=O.[Cu]I>[C:12]1([CH:3]([C:4](=[O:9])[CH2:5][CH2:6][CH3:7])[C:2](=[O:10])[CH3:1])[CH:17]=[CH:16][CH:15]=[CH:14][CH:13]=1 |f:2.3.4|. Procedure details: To a stirred mixture of 2,4-octanedione (568 mg, 4.0 mmol) and iodobenzene (408 mg, 2.0 mmol) in dimethylsulfoxide (10 mL) were added copper(I) iodide (380 mg, 2.0 mg) and potassium carbonate (1.10 g, 8.0 mmol). The mixture was heated at 120° C. for 4 h. The mixture was filtered through a pad of Celite and the filtrate was partitioned between ether and water. Organic layer was dried (Na2SO4) and the solvent was removed. The crude product was purified by TLC with hexane/ethyl acetate (4:1) to aff... Starting materials: FC=1C=C(C=CC1)C1=CC=C(N=N1)NN (6-(3-fluorophenyl)-3-hydrazinopyridazine), ClCC(=O)Cl (chloroacetyl chloride). The product is ClCC1=NN=C2N1N=C(C=C2)C2=CC(=CC=C2)F (3-(Chloromethyl)-6-(3-fluorophenyl)-1,2,4-triazolo[4,3-b]pyridazine). As a reaction SMILES: [F:1][C:2]1[CH:3]=[C:4]([C:8]2[N:13]=[N:12][C:11]([NH:14][NH2:15])=[CH:10][CH:9]=2)[CH:5]=[CH:6][CH:7]=1.[Cl:16][CH2:17][C:18](Cl)=O>>[Cl:16][CH2:17][C:18]1[N:12]2[N:13]=[C:8]([C:4]3[CH:5]=[CH:6][CH:7]=[C:2]([F:1])[CH:3]=3)[CH:9]=[CH:10][C:11]2=[N:14][N:15]=1. Reported procedure: As for Example 2, 6-(3-fluorophenyl)-3-hydrazinopyridazine (prepared in a manner similar to that described in Example 1) is reacted with chloroacetyl chloride to give the product of the Example. Reported procedure: 3-Cyano-3-{3-cyclohexyl-2-[(morpholine-4-carbonyl)-amino]-propionylamino}-pyrrolidine-1-carboxylic acid (2-propen-1-yl) ester (1.35 g, 2.93 mmol, 1.00 equiv) was dissolved in 35 mL of CH2Cl2 along with dimedone (3.30 g, 23.5 mmol, 8.03 equiv). Pd(PPh3)4 (0.25 g, 0.22 mmol, 0.07 equiv) was added and the suspension was stirred at room temperature for 3.5 h. The reaction mixture was concentrated and taken up into EtOAc (100 mL) and extracted with 1 N HCl (2×50 mL). Concentration of the organic phas... The reagents and catalysts are C=1C=CC(=CC1)[P](C=2C=CC=CC2)(C=3C=CC=CC3)[Pd]([P](C=4C=CC=CC4)(C=5C=CC=CC5)C=6C=CC=CC6)([P](C=7C=CC=CC7)(C=8C=CC=CC8)C=9C=CC=CC9)[P](C=1C=CC=CC1)(C=1C=CC=CC1)C=1C=CC=CC1 (Pd(PPh3)4). Run in C(Cl)Cl (CH2Cl2). Conditions: time 3.5 hour. Yields the product C(#N)C1(CN(CC1)C1=CC(CC(C1)(C)C)=O)NC(=O)C(CC1CCCCC1)NC(=O)N1CCOCC1 (Morpholine-4-carboxylic acid {1-[3-cyano-1-(5,5-dimethyl-3-oxo-cyclohex-1-enyl)-pyrrolidin-3-ylcarbamoyl]-2-cyclohexyl-ethyl}-amide). As a reaction SMILES: C(O[C:5]([N:7]1[CH2:11][CH2:10][C:9]([C:32]#[N:33])([NH:12][C:13](=[O:31])[CH:14]([NH:22][C:23]([N:25]2[CH2:30][CH2:29][O:28][CH2:27][CH2:26]2)=[O:24])[CH2:15][CH:16]2[CH2:21][CH2:20][CH2:19][CH2:18][CH2:17]2)[CH2:8]1)=O)C=C.[CH3:34][C:35]1([CH3:43])[CH2:42]C(=O)[CH2:39][C:37](=[O:38])[CH2:36]1>C(Cl)Cl.C1C=CC([P]([Pd]([P](C2C=CC=CC=2)(C2C=CC=CC=2)C2C=CC=CC=2)([P](C2C=CC=CC=2)(C2C=CC=CC=2)C2C=CC=CC=2)[P](C2C=CC=CC=2)(C2C=CC=CC=2)C2C=CC=CC=2)(C2C=CC=CC=2)C2C=CC=CC=2)=CC=1>[C:32]([C:9]1([NH:12][C:13]([CH:14]([NH:22][C:23]([N:25]2[CH2:30][CH2:29][O:28][CH2:27][CH2:26]2)=[O:24])[CH2:15][CH:16]2[CH2:21][CH2:20][CH2:19][CH2:18][CH2:17]2)=[O:31])[CH2:10][CH2:11][N:7]([C:5]2[CH2:34][C:35]([CH3:43])([CH3:42])[CH2:36][C:37](=[O:38])[CH:39]=2)[CH2:8]1)#[N:33] |^1:50,52,71,90|. Starting materials: C(C=C)OC(=O)N1CC(CC1)(NC(C(CC1CCCCC1)NC(=O)N1CCOCC1)=O)C#N (3-Cyano-3-{3-cyclohexyl-2-[(morpholine-4-carbonyl)-amino]-propionylamino}-pyrrolidine-1-carboxylic acid (2-propen-1-yl) ester), CC1(CC(=O)CC(=O)C1)C (dimedone). Starting materials: C1(=CC=CC=C1)[Mg]Cl (phenylmagnesium chloride), Cl (HCl), C1(=C(C(=CC(=C1)C)C)[Mg]Br)C (mesitylmagnesium bromide), C1(CCCC2=CC=CC=C12)=O (1-tetralone), P(=O)(OC1=CC=CC=C1)(OC1=CC=CC=C1)Cl (diphenyl chlorophosphate). The reagents and catalysts are Cl[Pd]([P](C1=CC=CC=C1)(C2=CC=CC=C2)C3=CC=CC=C3)([P](C4=CC=CC=C4)(C5=CC=CC=C5)C6=CC=CC=C6)Cl (dichlorobis(triphenylphosphine)palladium). Run in C1CCOC1 (THF), CCCCC (pentane), C1CCOC1 (THF), C1CCOC1 (THF). Reaction conditions: time 30 minute. Yields the product C1(=CC=CC=C1)C1=CCCC2=CC=CC=C12 (1-phenyl-3,4-dihydronaphthalene). Yield: 85.1%. Reaction SMILES: [C:1]1(C)[CH:6]=[C:5](C)[CH:4]=[C:3](C)[C:2]=1[Mg]Br.[C:12]1(=O)[C:21]2[C:16](=[CH:17][CH:18]=[CH:19][CH:20]=2)[CH2:15][CH2:14][CH2:13]1.P(Cl)(OC1C=CC=CC=1)(OC1C=CC=CC=1)=O.C1([Mg]Cl)C=CC=CC=1.Cl>C1COCC1.Cl[Pd](Cl)([P](C1C=CC=CC=1)(C1C=CC=CC=1)C1C=CC=CC=1)[P](C1C=CC=CC=1)(C1C=CC=CC=1)C1C=CC=CC=1.CCCCC>[C:1]1([C:12]2[C:21]3[C:16](=[CH:17][CH:18]=[CH:19][CH:20]=3)[CH2:15][CH2:14][CH:13]=2)[CH:6]=[CH:5][CH:4]=[CH:3][CH:2]=1 |^1:56,75|. Procedure: 20.0 mL (20.4 mmol) 1.02 M mesitylmagnesium bromide in THF was added over 10-15 minutes to a solution of 2.66 mL (20.0 mmol) 1-tetralone and 4.56 mL (22.0 mmol) diphenyl chlorophosphate in 4 mL THF at 0° C. The solution was stirred at 0° for 30 min, allowed to warm to room temperature, and then stirred for an additional 30 min. The reaction mixture was then treated with 0.140 g (1 mol%) dichlorobis(triphenylphosphine)palladium and warmed to 65°. 11.5 mL (24.0 mmol) 2.08 M phenylmagnesium chlorid...